This data is from the Open Reaction Database (ORD), a public repository of structured organic reaction records. The task is: describe an organic reaction: reactants, conditions, products, and yield Reactants: [BH4-], CCO, Cc1ccc(C(=O)C2CCN(CCc3ccccc3)CC2)cc1, CO, CCOC(C)=O, Cl, Cl, [Na+]. The product is Cc1ccc(C(O)C2CCN(CCc3ccccc3)CC2)cc1, Cl. RXN SMILES: [BH4-:25].[CH3:28][CH2:29][OH:30].[CH3:2][c:3]1[cH:4][cH:5][c:6]([C:9](=[O:10])[CH:11]2[CH2:12][CH2:13][N:14]([CH2:17][CH2:18][c:19]3[cH:20][cH:21][cH:22][cH:23][cH:24]3)[CH2:15][CH2:16]2)[cH:7][cH:8]1.[CH3:31][OH:32].[CH3:33][CH2:34][O:35][C:36]([CH3:37])=[O:38].[ClH:1].[ClH:27].[Na+:26]>>[CH3:2][c:3]1[cH:4][cH:5][c:6]([CH:9]([OH:10])[CH:11]2[CH2:12][CH2:13][N:14]([CH2:17][CH2:18][c:19]3[cH:20][cH:21][cH:22][cH:23][cH:24]3)[CH2:15][CH2:16]2)[cH:7][cH:8]1.[ClH:1]. Starting materials: O, O=c1cc(O)c2cccnc2n1-c1ccccc1, O=C(O)CCc1ccncc1. Yields the product O=C(CCc1ccncc1)c1c(O)c2cccnc2n(-c2ccccc2)c1=O. Reaction SMILES: [OH2:30].[OH:1][c:2]1[cH:3][c:4](=[O:18])[n:5](-[c:12]2[cH:13][cH:14][cH:15][cH:16][cH:17]2)[c:6]2[n:7][cH:8][cH:9][cH:10][c:11]12.[n:19]1[cH:20][cH:21][c:22]([CH2:25][CH2:26][C:27](=[O:28])[OH:29])[cH:23][cH:24]1>>[OH:1][c:2]1[c:3]([C:27]([CH2:26][CH2:25][c:22]2[cH:21][cH:20][n:19][cH:24][cH:23]2)=[O:28])[c:4](=[O:18])[n:5](-[c:12]2[cH:13][cH:14][cH:15][cH:16][cH:17]2)[c:6]2[n:7][cH:8][cH:9][cH:10][c:11]12. The reactants are Cl.NO (hydroxylamine hydrochloride), N1=CC=CC=C1 (pyridine), C(C)(C)(C)OC(=O)N1CC(CC1)=O (1-(t-butoxycarbonyl)-3-pyrrolidone). The solvent is C(C)O (ethanol). The product is C(C)(C)(C)OC(=O)N1CC(CC1)=NO (1-(t-butoxycarbonyl)-3-hydroxyiminopyrrolidine). The yield is 68.5%. As a reaction SMILES: Cl.[NH2:2][OH:3].N1C=CC=CC=1.[C:10]([O:14][C:15]([N:17]1[CH2:21][CH2:20][C:19](=O)[CH2:18]1)=[O:16])([CH3:13])([CH3:12])[CH3:11]>C(O)C>[C:10]([O:14][C:15]([N:17]1[CH2:21][CH2:20][C:19](=[N:2][OH:3])[CH2:18]1)=[O:16])([CH3:13])([CH3:12])[CH3:11] |f:0.1|. Procedure details: 1.87 g of hydroxylamine hydrochloride and 3.3 ml of pyridine were added to a solution of 2.0 g of 1-(t-butoxycarbonyl)-3-pyrrolidone in 9 ml of ethanol, and the mixture was refluxed for 2 hours. The solvent was then distilled off from the reaction mixture, saturated aqueous sodium bicarbonate solution was added to the residue, and it was extracted with chloroform. The chloroform extract was dried over anhydrous magnesium sulfate and the solvent was distilled off. The residue was chromatographed ... Reactants: C(\C=C\C(=O)O)(=O)O (fumaric acid), C(=O)O (formic acid), C(C)(=O)[O-].[Cu+2].C(C)(=O)[O-] (copper acetate). Run in CO (methanol), CO (methanol). Yields the product [Cu].C(\C=C\C(=O)O)(=O)O (fumaric acid copper). The yield is 33.4%. Reaction SMILES: [C:1]([OH:8])(=[O:7])/[CH:2]=[CH:3]/[C:4]([OH:6])=[O:5].C(O)=O.C([O-])(=O)C.[Cu+2:16].C([O-])(=O)C>CO>[Cu:16].[C:1]([OH:8])(=[O:7])/[CH:2]=[CH:3]/[C:4]([OH:6])=[O:5] |f:2.3.4,6.7|. Procedure: 0.58 g of fumaric acid was dissolved in a mixture solvent having 40 cm3 of methanol and 12 cm3 of formic acid. Then, under stirring at the normal temperature, into the above solution, a further solution in which 1.0 g of copper acetate was dissolved in 80 cm3 of methanol was dripped. After this solution was left still for a few days, the precipitation product was suction-filtered and dried for 110° C./4 hours, whereby 0.3 g of fumaric acid copper was obtained. The reactants are OC1=C(C=CC(=C1I)O)C(C)=O (1-(2,4-dihydroxy-3-iodo-phenyl)-ethanone), C1(=CC=CC=C1)B(O)O (phenyl boronic acid), O.[OH-].[Cs+] (cesium hydroxide monohydrate). The reagents and catalysts are C1=CC=C(C=C1)P([C-]2C=CC=C2)C3=CC=CC=C3.C1=CC=C(C=C1)P([C-]2C=CC=C2)C3=CC=CC=C3.Cl[Pd]Cl.[Fe+2] (Pd(dppf)2Cl2). Solvent: O1CCCC1.O (tetrahydrofuran water). Run at time 15 hour. Yields the product OC1=C(C(=CC=C1C(C)=O)O)C1=CC=CC=C1 (1-(2,6-dihydroxy-biphenyl-3-yl)-ethanone). As a reaction SMILES: [OH:1][C:2]1[C:7](I)=[C:6]([OH:9])[CH:5]=[CH:4][C:3]=1[C:10](=[O:12])[CH3:11].[C:13]1(B(O)O)[CH:18]=[CH:17][CH:16]=[CH:15][CH:14]=1.O.[OH-].[Cs+]>O1CCCC1.O.C1C=CC(P(C2C=CC=CC=2)[C-]2C=CC=C2)=CC=1.C1C=CC(P(C2C=CC=CC=2)[C-]2C=CC=C2)=CC=1.Cl[Pd]Cl.[Fe+2]>[OH:1][C:2]1[C:3]([C:10](=[O:12])[CH3:11])=[CH:4][CH:5]=[C:6]([OH:9])[C:7]=1[C:13]1[CH:18]=[CH:17][CH:16]=[CH:15][CH:14]=1 |f:2.3.4,5.6,7.8.9.10|. Procedure details: To a solution of 1-(2,4-dihydroxy-3-iodo-phenyl)-ethanone (1.0 g, 3.59 mmol; 581938, may be prepared as described in G. Batu and R. Stevenson, J. Org. Chem. 1979, 44, 3948) in tetrahydrofuran/water (15 mL/3 mL) at room temperature is added phenyl boronic acid (0.877 g, 7.19 mmol), Pd(dppf)2Cl2 (0.088 g, 0.107 mmol), and cesium hydroxide monohydrate (1.81 g, 10.8 mmol). After stirring for 15 hours, the mixture is filtered through a pad of Celite®, washing with ethyl acetate. The residue is dilute...